This data is from the Open Reaction Database (ORD), a public repository of structured organic reaction records. The task is: describe an organic reaction: reactants, conditions, products, and yield The reactants are C(C)OC(CN1C(=NC(=C1)NC(=O)C1C2=CC=CC=C2C=2C=CC=CC12)CCCCCC)=O (hexyl-4-[(9H-fluoren-9-yl-carbonyl)amino]-1H-imidazole-1-acetic acid ethyl ester), [OH-].[K+] (potassium hydroxide), CO (methanol), O (water). The solvent is C(C)(=O)OCC (ethyl acetate). Product: C(CCCCC)C(C(=O)O)N1C=NC(=C1)NC(=O)C1(C2=CC=CC=C2C=2C=CC=CC12)O (α-Hexyl-4-[(9-hydroxy-9H-fluoren-9-ylcarbonyl)amino]-1H-imidazole-1-acetic acid). As a reaction SMILES: C([O:3][C:4](=[O:33])[CH2:5][N:6]1[CH:10]=[C:9]([NH:11][C:12]([CH:14]2[C:26]3[CH:25]=[CH:24][CH:23]=[CH:22][C:21]=3[C:20]3[C:15]2=[CH:16][CH:17]=[CH:18][CH:19]=3)=[O:13])[N:8]=[C:7]1CCCCCC)C.[OH-:34].[K+].CO.O>C(OCC)(=O)C>[CH2:21]([CH:5]([N:6]1[CH:10]=[C:9]([NH:11][C:12]([C:14]2([OH:34])[C:15]3[CH:16]=[CH:17][CH:18]=[CH:19][C:20]=3[C:21]3[C:26]2=[CH:25][CH:24]=[CH:23][CH:22]=3)=[O:13])[N:8]=[CH:7]1)[C:4]([OH:3])=[O:33])[CH2:26][CH2:14][CH2:15][CH2:16][CH3:17] |f:1.2|. Reported procedure: When 2.1 g of -hexyl-4-[(9H-fluoren-9-yl-carbonyl)amino]-1H-imidazole-1-acetic acid ethyl ester was heated with 3.0 g of potassium hydroxide, 30 ml of methanol, and 15 ml of water at reflux for one hour, upon adjustment of pH to 3.8, a thick oil formed. The oil was dissolved in ethyl acetate and separated from the aqueous layer. The organic layer was dried and concentrated in vacuo. The oil was taken up in ethanol and saturated with hydrogen chloride gas. The resulting product was purified by hi... The reactants are [Cl-].C(C)[N+]1(CCCC1)COC (N-ethyl-N-methoxymethylpyrrolidinium chloride), F (hydrofluoric acid). Run at temperature 60 celsius. The product is F (hydrofluoric acid), [F-].C(C)[N+]1(CCCC1)COC (N-ethyl-N-methoxymethylpyrrolidinium fluoride). As a reaction SMILES: [Cl-].[CH2:2]([N+:4]1([CH2:9][O:10][CH3:11])[CH2:8][CH2:7][CH2:6][CH2:5]1)[CH3:3].[FH:12]>>[FH:12].[F-:12].[CH2:2]([N+:4]1([CH2:9][O:10][CH3:11])[CH2:8][CH2:7][CH2:6][CH2:5]1)[CH3:3] |f:0.1,4.5|. Reported procedure: N-ethyl-N-methoxymethylpyrrolidinium chloride (44.3 g) was mixed with a solution of hydrofluoric acid. N2 was bubbled through the mixture with heating at 60° C. to remove hydrogen chloride and an excess of hydrofluoric acid and obtain 62.10 g of N-ethyl-N-methoxymethylpyrrolidinium fluoride. In 1000 g of 50% aqueous solution of hydrofluoric acid was dissolved 156 g of aluminum hydroxide at room temperature and the mixture was filtered. The filtrate was cooled to obtain 442.76 g of aluminum fluor... Product: COC(=O)C=1C(=CC(=C(C1)C1=NC2=C(CCN(CC2)C(=O)OC(C)(C)C)N1)C)C (t-Butyl 2-(5-(methoxycarbonyl)-2,4-dimethylphenyl)-4,5,7,8-tetrahydroimidazo[4,5-d]azepine-6(1H)-carboxylate). Reported procedure: Into a 10-mL sealed tube, was placed methyl 5-formyl-2,4-dimethylbenzoate (compound 83.2, 500 mg, 2.60 mmol), tert-butyl 4-bromo-5-oxoazepane-1-carboxylate (compound 82.3, 1.1 g, 3.8 mmol), ammonium hydroxide (25%) (1.2 mL, 7.8 mmol), ammonium acetate (900 mg, 11.7 mmol) in N,N-dimethylformamide (6 mL). The resulting mixture was stirred for 3 h at 130° C. behind a blast shield, then cooled to room temperature and diluted with ethyl acetate (150 mL). The mixture was washed with brine (5×20 mL), d... Conditions: temperature 130 celsius, time 3 hour. Run in C(C)(=O)OCC (ethyl acetate), CN(C=O)C (N,N-dimethylformamide). Yield: 77.0%. Reaction SMILES: [CH:1]([C:3]1[C:4]([CH3:14])=[CH:5][C:6]([CH3:13])=[C:7]([CH:12]=1)[C:8]([O:10][CH3:11])=[O:9])=O.Br[CH:16]1[C:22](=O)[CH2:21][CH2:20][N:19]([C:24]([O:26][C:27]([CH3:30])([CH3:29])[CH3:28])=[O:25])[CH2:18][CH2:17]1.[OH-].[NH4+:32].C([O-])(=O)C.[NH4+:37]>CN(C)C=O.C(OCC)(=O)C>[CH3:11][O:10][C:8]([C:7]1[C:6]([CH3:13])=[CH:5][C:4]([CH3:14])=[C:3]([C:1]2[NH:37][C:16]3[CH2:17][CH2:18][N:19]([C:24]([O:26][C:27]([CH3:30])([CH3:29])[CH3:28])=[O:25])[CH2:20][CH2:21][C:22]=3[N:32]=2)[CH:12]=1)=[O:9] |f:2.3,4.5|. Reactants: C(=O)C=1C(=CC(=C(C(=O)OC)C1)C)C (methyl 5-formyl-2,4-dimethylbenzoate), [OH-].[NH4+] (ammonium hydroxide), BrC1CCN(CCC1=O)C(=O)OC(C)(C)C (tert-butyl 4-bromo-5-oxoazepane-1-carboxylate), C(=O)C=1C(=CC(=C(C(=O)OC)C1)C)C (methyl 5-formyl-2,4-dimethylbenzoate), BrC1CCN(CCC1=O)C(=O)OC(C)(C)C (tert-butyl 4-bromo-5-oxoazepane-1-carboxylate), C(C)(=O)[O-].[NH4+] (ammonium acetate). Reactants: ClC=1C=C(C(=O)NC=2C=NC(=CC2)OC2=C3CCC(C3=CC=C2)=O)C=CC1Cl (3,4-dichloro-N1-{6-[(1-oxo-2,3-dihydro-1H-inden-4-yl)oxy]-3-pyridinyl}benzamide). Run in C(C)(=O)OCC (ethyl acetate), CO (methanol), solution, Cl (hydrogen chloride), C(C)(=O)OCC (ethyl acetate). Product: Cl.ClC=1C=C(C(=O)NC=2C=NC(=CC2)OC2=C3CCC(C3=CC=C2)=O)C=CC1Cl (3,4-dichloro-N1-{6-[(1-oxo-2,3-dihydro-1H-inden-4-yl)oxy]-3-pyridinyl}benzamide hydrochloride). The yield is 183.8%. As a reaction SMILES: [Cl:1][C:2]1[CH:3]=[C:4]([CH:25]=[CH:26][C:27]=1[Cl:28])[C:5]([NH:7][C:8]1[CH:9]=[N:10][C:11]([O:14][C:15]2[CH:23]=[CH:22][CH:21]=[C:20]3[C:16]=2[CH2:17][CH2:18][C:19]3=[O:24])=[CH:12][CH:13]=1)=[O:6]>C(OCC)(=O)C.CO.Cl>[ClH:1].[Cl:1][C:2]1[CH:3]=[C:4]([CH:25]=[CH:26][C:27]=1[Cl:28])[C:5]([NH:7][C:8]1[CH:9]=[N:10][C:11]([O:14][C:15]2[CH:23]=[CH:22][CH:21]=[C:20]3[C:16]=2[CH2:17][CH2:18][C:19]3=[O:24])=[CH:12][CH:13]=1)=[O:6] |f:4.5|. Reported procedure: After 0.27 g of 3,4-dichloro-N1-(6-[(1-oxo-2,3-dihydro-1H-inden-4-yl)oxy]-3-pyridinyl)benzamide obtained in Example 1 was dissolved in a mixed solvent of 5 ml of ethyl acetate and 2 ml of methanol at a hot state, 1.3 ml of a 4 N solution of hydrogen chloride in ethyl acetate was added to the solution with stirring. Then, the reaction solution was ice-cooled and the deposited crystal was isolated by filtration and dried under reduced pressure to obtain 0.27 g of the titled compound as a white pow... Product: S1CCC(=CC1)C1=C(C=C(C=C1)N1C(O[C@H](C1)CO)=O)F ((5R)-3-[4-(3,6-dihydro-2H-thiopyran-4-yl)-3-fluorophenyl]-5-hydroxymethyloxazolidin-2-one). Starting materials: C(CCC)(=O)OC[C@H]1CO1 ((R)-glycidyl butyrate), FC1=C(C=CC(=C1)NC(=O)OCC1=CC=CC=C1)C=1CCSCC1 (4-(2-Fluoro-4-benzyloxycarbonylaminophenyl)-3,6-dihydro-2H-thiopyran), C(CCC)[Li] (n-Butyllithium), C([O-])(O)=O.[Na+] (sodium bicarbonate). RXN SMILES: [F:1][C:2]1[CH:7]=[C:6]([NH:8][C:9](OCC2C=CC=CC=2)=O)[CH:5]=[CH:4][C:3]=1[C:19]1[CH2:20][CH2:21][S:22][CH2:23][CH:24]=1.C([Li])CCC.[C:30]([O:35][CH2:36][C@@H:37]1[O:39]C1)(=[O:34])CCC.C(=O)(O)[O-].[Na+]>O1CCCC1.CO>[S:22]1[CH2:21][CH:20]=[C:19]([C:3]2[CH:4]=[CH:5][C:6]([N:8]3[CH2:9][C@H:36]([CH2:37][OH:39])[O:35][C:30]3=[O:34])=[CH:7][C:2]=2[F:1])[CH2:24][CH2:23]1 |f:3.4|. Reaction conditions: temperature -70 celsius, time 10 minute. Reported procedure: 4-(2-Fluoro-4-benzyloxycarbonylaminophenyl)-3,6-dihydro-2H-thiopyran (15.3 g, 44.6 mM) was dissolved in dry tetrahydrofuran (175 ml) and stirred under nitrogen at −70° C. n-Butyllithium (1.6M in hexanes, 30 ml, 175 mM) was run in over 20 minutes, keeping the temperature below −60°, and the mixture then stirred a further 10 minutes at −70° C. A solution of (R)-glycidyl butyrate (6.42 g, 44.62 mM) dissolved in dry tetrahydrofuran (10 ml) was added dropwise over 10 minutes keeping temperature below... The solvent is O1CCCC1 (tetrahydrofuran), CO (Methanol), O1CCCC1 (tetrahydrofuran). Reactants: [Al+3], COc1cccc2c1CCCC(=O)N2, [Cl-], [Cl-], [Cl-], CN(C)C=O, O. The product is O=C1CCCc2c(O)cccc2N1. As a reaction SMILES: [Al+3:7].[CH3:10][O:11][c:12]1[cH:13][cH:14][cH:15][c:16]2[c:17]1[CH2:18][CH2:19][CH2:20][C:21](=[O:23])[NH:22]2.[Cl-:6].[Cl-:8].[Cl-:9].[O:1]=[CH:2][N:3]([CH3:4])[CH3:5].[OH2:24]>>[OH:11][c:12]1[cH:13][cH:14][cH:15][c:16]2[c:17]1[CH2:18][CH2:19][CH2:20][C:21](=[O:23])[NH:22]2. The reactants are IC=1C=C(N)C=CC1OC (3-iodo-4-methoxyaniline), C(=O)(C(F)(F)F)O (TFA), C(C)(=O)O[BH-](OC(C)=O)OC(C)=O.C[N+](C)(C)C (tetramethylammonium triacetoxyborohydride). Run in C(Cl)Cl (DCM), C(Cl)Cl (DCM). Conditions: time 30 minute. Product: IC=1C=C(C=CC1OC)NC1CCN(CC1)C (N-(3-Iodo-4-methoxyphenyl)-1-methylpiperidin-4-amine). Yield: 78.7%. Reaction SMILES: [I:1][C:2]1[CH:3]=[C:4]([CH:6]=[CH:7][C:8]=1[O:9][CH3:10])[NH2:5].[C:11](O)([C:13](F)(F)F)=O.C(O[BH-](O[C:28](=O)[CH3:29])OC(=O)C)(=O)C.[CH3:31][N+:32](C)(C)[CH3:33]>C(Cl)Cl>[I:1][C:2]1[CH:3]=[C:4]([NH:5][CH:13]2[CH2:11][CH2:31][N:32]([CH3:33])[CH2:28][CH2:29]2)[CH:6]=[CH:7][C:8]=1[O:9][CH3:10] |f:2.3|. Procedure: To a solution of 3-iodo-4-methoxyaniline (180 mg, 0723 mmol) in DCM (5 mL) 1-methyl-4-piperidone (0.116 mL, 106 mg, 0.940 mmol), TFA (0.290 mL, 429 mg, 3.760 mmol) and tetramethylammonium triacetoxyborohydride (285 mg, 1.084 mmol) were added in sequence. The reaction is completed in 30 min. The reaction mixture was diluted with DCM, washed with saturated solution of sodium hydrogen carbonate (3×5 mL), brine (3×5 mL), dried over sodium sulfate and the solvent was removed under vacuum. The solid c...